The task is: describe an organic reaction: reactants, conditions, products, and yield. This data is from the Open Reaction Database (ORD), a public repository of structured organic reaction records. Reactants: C1CCOC1, Cc1ccc(C2=CCC(C)(C)c3ccc(C(=O)Oc4ccc(C(=O)OCC[Si](C)(C)C)cc4)cc32)cc1, CCCC[N+](CCCC)(CCCC)CCCC, CCOC(C)=O. The product is Cc1ccc(C2=CCC(C)(C)c3ccc(C(=O)Oc4ccc(C(=O)O)cc4)cc32)cc1. RXN SMILES: [CH2:61]1[O:62][CH2:63][CH2:64][CH2:65]1.[CH3:1][C:2]1([CH3:37])[c:3]2[cH:4][cH:5][c:6]([C:19](=[O:20])[O:21][c:22]3[cH:23][cH:24][c:25]([C:26](=[O:27])[O:28][CH2:29][CH2:30][Si:31]([CH3:32])([CH3:33])[CH3:34])[cH:35][cH:36]3)[cH:7][c:8]2[C:9]([c:12]2[cH:13][cH:14][c:15]([CH3:18])[cH:16][cH:17]2)=[CH:10][CH2:11]1.[CH3:38][CH2:39][CH2:40][CH2:41][N+:42]([CH2:43][CH2:44][CH2:45][CH3:46])([CH2:47][CH2:48][CH2:49][CH3:50])[CH2:51][CH2:52][CH2:53][CH3:54].[CH3:55][CH2:56][O:57][C:58](=[O:59])[CH3:60]>>[CH3:1][C:2]1([CH3:37])[c:3]2[cH:4][cH:5][c:6]([C:19](=[O:20])[O:21][c:22]3[cH:23][cH:24][c:25]([C:26](=[O:27])[OH:28])[cH:35][cH:36]3)[cH:7][c:8]2[C:9]([c:12]2[cH:13][cH:14][c:15]([CH3:18])[cH:16][cH:17]2)=[CH:10][CH2:11]1. Starting materials: C(C)(C)[N-]C(C)C.[Li+] (lithium diisopropylamide), C1(=CC=CC=C1)COC1=CC=C(C=C1)CCC(=O)OC (Methyl 3-(4-((phenylmethyl)oxy)phenyl)propanoate), ICC (iodoethane). Solvent: C1CCOC1 (THF), CN1C(N(CCC1)C)=O (1,3-dimethyl-3,4,5,6-tetrahydro-2(1H)-pyrimidinone), C1CCOC1 (THF), CN1C(N(CCC1)C)=O (1,3-dimethyl-3,4,5,6-tetrahydro-2(1H)-pyrimidinone), C1CCOC1 (THF). Conditions: temperature -78 celsius, time 30 minute. Product: C1(=CC=CC=C1)COC1=CC=C(C=C1)CC(C(=O)OC)CC (Methyl 2-((4-((phenylmethyl)oxy)phenyl)methyl)butanoate). Reaction SMILES: [CH:1]([N-]C(C)C)(C)[CH3:2].[Li+].[C:9]1([CH2:15][O:16][C:17]2[CH:22]=[CH:21][C:20]([CH2:23][CH2:24][C:25]([O:27][CH3:28])=[O:26])=[CH:19][CH:18]=2)[CH:14]=[CH:13][CH:12]=[CH:11][CH:10]=1.ICC>C1COCC1.CN1CCCN(C)C1=O>[C:9]1([CH2:15][O:16][C:17]2[CH:18]=[CH:19][C:20]([CH2:23][CH:24]([CH2:1][CH3:2])[C:25]([O:27][CH3:28])=[O:26])=[CH:21][CH:22]=2)[CH:14]=[CH:13][CH:12]=[CH:11][CH:10]=1 |f:0.1|. Procedure details: To a solution of lithium diisopropylamide (6.5 mL, 2.0 M in heptane/THF/ethylbenzene) in THF (25.0 mL) and 1,3-dimethyl-3,4,5,6-tetrahydro-2(1H)-pyrimidinone (5.0 mL) was added methyl 3-(4-(benzyloxy)phenyl)propanoate 23.1 (3.00 g, 11 mmol) in THF (10 mL) and 1,3-dimethyl-3,4,5,6-tetrahydro-2(1H)-pyrimidinone (2.5 mL) at −78° C. The resulting mixture was stirred at −78° C. for 30 minutes and then iodoethane (1.0 mL, 13 mmol) in THF (5.0 mL) was added. The reaction mixture was stirred at the same...